From a dataset of the Open Reaction Database (ORD), a public repository of structured organic reaction records. describe an organic reaction: reactants, conditions, products, and yield Starting materials: CNN, CCO, Cc1cccc(C#N)n1. The product is CNN=C(N)c1cccc(C)n1. RXN SMILES: [CH3:10][NH:11][NH2:12].[CH3:13][CH2:14][OH:15].[CH3:1][c:2]1[cH:3][cH:4][cH:5][c:6]([C:8]#[N:9])[n:7]1>>[CH3:1][c:2]1[cH:3][cH:4][cH:5][c:6]([C:8]([NH2:9])=[N:12][NH:11][CH3:10])[n:7]1. RXN SMILES: Br[C:2]1[C:6]2[CH:7]=[CH:8][CH:9]=[CH:10][C:5]=2[O:4][C:3]=1[CH2:11][CH:12]1[CH2:17][CH2:16][CH2:15][CH2:14][N:13]1[C:18](=[O:23])[C:19]([F:22])([F:21])[F:20].[Cu][C:25]#[N:26]>CN1CCCC1=O.O.N.C(OCC)(=O)C>[F:20][C:19]([F:22])([F:21])[C:18]([N:13]1[CH2:14][CH2:15][CH2:16][CH2:17][CH:12]1[CH2:11][C:3]1[O:4][C:5]2[CH:10]=[CH:9][CH:8]=[CH:7][C:6]=2[C:2]=1[C:25]#[N:26])=[O:23]. The solvent is O (water), N (ammonia), C(C)(=O)OCC (ethyl acetate), CN1C(CCC1)=O (N-methylpyrrolidinone). Procedure details: To a solution of (RS)-1-(2-3-bromo-benzofuran-2-ylmethyl-piperidin-1-yl)-2,2,2-trifluoro-ethanone, D41 (840 mg, 2.1 mmol) in N-methylpyrrolidinone (15 ml) was added copper(I)cyanide (387 mg, 4.2 mmol) and the mixture refluxed for 4.5 h. The reaction mixture was cooled sand diluted with water (100 ml), 0.880 ammonia (3 ml) and ethyl acetate (3×). The combined extracts were dried (Na2SO4) and the solvent removed in vacuo. The residual oil was redissolved in ethyl acetate (75 ml) and washed with wa... Yields the product FC(C(=O)N1C(CCCC1)CC=1OC2=C(C1C#N)C=CC=C2)(F)F ((RS)-2-(1-(2,2,2-Trifluoro-ethanoyl)-piperidin-2-yl-methyl)-benzofuran-3-carbonitrile). Reactants: BrC1=C(OC2=C1C=CC=C2)CC2N(CCCC2)C(C(F)(F)F)=O ((RS)-1-(2-3-bromo-benzofuran-2-ylmethyl-piperidin-1-yl)-2,2,2-trifluoro-ethanone), [Cu]C#N (copper(I)cyanide).